Dataset: the Open Reaction Database (ORD), a public repository of structured organic reaction records. Task: describe an organic reaction: reactants, conditions, products, and yield Starting materials: CCNCc1cc(C(F)(F)F)ccc1-c1cc(CC(=O)OC)ccc1OC, CCN(C(C)C)C(C)C, O=C(Cl)OCc1cc(Cl)cc(Cl)c1, ClCCl, O. Product: CCN(Cc1cc(C(F)(F)F)ccc1-c1cc(CC(=O)OC)ccc1OC)C(=O)OCc1cc(Cl)cc(Cl)c1. Reaction SMILES: [CH3:1][O:2][C:3]([CH2:4][c:5]1[cH:6][c:7](-[c:13]2[c:14]([CH2:23][NH:24][CH2:25][CH3:26])[cH:15][c:16]([C:19]([F:20])([F:21])[F:22])[cH:17][cH:18]2)[c:8]([O:11][CH3:12])[cH:9][cH:10]1)=[O:27].[CH:28]([N:29]([CH:30]([CH3:31])[CH3:32])[CH2:33][CH3:34])([CH3:35])[CH3:36].[Cl:37][C:38](=[O:39])[O:40][CH2:41][c:42]1[cH:43][c:44]([Cl:49])[cH:45][c:46]([Cl:48])[cH:47]1.[Cl:50][CH2:51][Cl:52].[OH2:53]>>[CH3:1][O:2][C:3]([CH2:4][c:5]1[cH:6][c:7](-[c:13]2[c:14]([CH2:23][N:24]([CH2:25][CH3:26])[C:38](=[O:39])[O:40][CH2:41][c:42]3[cH:43][c:44]([Cl:49])[cH:45][c:46]([Cl:48])[cH:47]3)[cH:15][c:16]([C:19]([F:20])([F:21])[F:22])[cH:17][cH:18]2)[c:8]([O:11][CH3:12])[cH:9][cH:10]1)=[O:27]. The reactants are CSCCC=1N(C=CN1)CCCCC1=CC=C(C=C1)O (4-[4-[2-[2-(methylsulfanyl)ethyl]-1H-imidazol-1-yl]butyl]phenol), [H-].[Na+] (sodium hydride), ClCC=1N=C(OC1)\C=C\C1=C(C=CC=C1F)F (4-chloromethyl-2-[(E)-2-(2,6-difluorophenyl)ethenyl]-1,3-oxazole). Yields the product FC1=C(C(=CC=C1)F)/C=C/C=1OC=C(N1)COC1=CC=C(C=C1)CCCCN1C(=NC=C1)CCSC (2-[(E)-2-(2,6-difluorophenyl)ethenyl]-4-[[4-[4-[2-[2-(methylsulfanyl)ethyl]-1H-imidazol-1-yl]butyl]phenoxy]methyl]-1,3-oxazole). The yield is 72.4%. As a reaction SMILES: [CH3:1][S:2][CH2:3][CH2:4][C:5]1[N:6]([CH2:10][CH2:11][CH2:12][CH2:13][C:14]2[CH:19]=[CH:18][C:17]([OH:20])=[CH:16][CH:15]=2)[CH:7]=[CH:8][N:9]=1.[H-].[Na+].Cl[CH2:24][C:25]1[N:26]=[C:27](/[CH:30]=[CH:31]/[C:32]2[C:37]([F:38])=[CH:36][CH:35]=[CH:34][C:33]=2[F:39])[O:28][CH:29]=1>>[F:38][C:37]1[CH:36]=[CH:35][CH:34]=[C:33]([F:39])[C:32]=1/[CH:31]=[CH:30]/[C:27]1[O:28][CH:29]=[C:25]([CH2:24][O:20][C:17]2[CH:18]=[CH:19][C:14]([CH2:13][CH2:12][CH2:11][CH2:10][N:6]3[CH:7]=[CH:8][N:9]=[C:5]3[CH2:4][CH2:3][S:2][CH3:1])=[CH:15][CH:16]=2)[N:26]=1 |f:1.2|. Procedure details: Using 4-[4-[2-[2-(methylsulfanyl)ethyl]-1H-imidazol-1-yl]butyl]phenol (300 mg), 65% sodium hydride (63.1 mg) and 4-chloromethyl-2-[(E)-2-(2,6-difluorophenyl)ethenyl]-1,3-oxazole (290 mg), the same reaction as Example 11-(i) was carried out to yield the titled compound (381 mg) as a colorless amorphous form. Starting materials: OCc1cncc(Br)c1, C1CCOC1, C1CCC2=NCCCN2CC1, [N-]=[N+]=NP(=O)(c1ccccc1)c1ccccc1. The product is [N-]=[N+]=NCc1cncc(Br)c1. RXN SMILES: [Br:1][c:2]1[cH:3][c:4]([CH2:8][OH:9])[cH:5][n:6][cH:7]1.[CH2:38]1[O:39][CH2:40][CH2:41][CH2:42]1.[N:27]12[CH2:28][CH2:29][CH2:30][N:31]=[C:32]1[CH2:33][CH2:34][CH2:35][CH2:36][CH2:37]2.[c:10]1([P:11]([c:12]2[cH:13][cH:14][cH:15][cH:16][cH:17]2)(=[O:18])[N:24]=[N+:25]=[N-:26])[cH:19][cH:20][cH:21][cH:22][cH:23]1>>[Br:1][c:2]1[cH:3][c:4]([CH2:8][N:24]=[N+:25]=[N-:26])[cH:5][n:6][cH:7]1. RXN SMILES: [CH3:1][C:2]1[C:7]([C:8]([OH:10])=O)=[CH:6][N:5]=[C:4]([C:11]2[N:16]=[CH:15][CH:14]=[CH:13][N:12]=2)[N:3]=1.[Cl-].[F:18][C:19]1[CH:20]=[C:21]2[C:25](=[CH:26][CH:27]=1)[N:24]([NH3+:28])[CH:23]=[C:22]2[CH3:29].CN1CCOCC1.[Cl-].COC1N=C(OC)N=C([N+]2(C)CCOCC2)N=1>O.CN(C=O)C>[F:18][C:19]1[CH:20]=[C:21]2[C:25](=[CH:26][CH:27]=1)[N:24]([NH:28][C:8]([C:7]1[C:2]([CH3:1])=[N:3][C:4]([C:11]3[N:16]=[CH:15][CH:14]=[CH:13][N:12]=3)=[N:5][CH:6]=1)=[O:10])[CH:23]=[C:22]2[CH3:29] |f:1.2,4.5|. Run in O (water), CN(C)C=O (DMF). Reported procedure: 4-Methyl-[2,2]bipyrimidinyl-5-carboxylic acid (0.5 g, 2.31 mmol) is combined with 5-fluoro-3-methyl-indol-1-yl-ammonium chloride (464 mg, 2.31 mmol), N-methylmorpholine (233 mg, 2.31 mmol) and DMF (10 mL). The suspension is stirred for 5 minutes at rt, then 4-(4,6-dimethoxy-[1,3,5]triazin-2-yl)-4-methyl-morpholin-4-ium chloride is added (640 mg, 2.31 mmol). The reaction is heated to 50° C. for 4 h. The reaction is then poured into water (50 mL), the suspension is chilled for 2 h in the refrigera... The yield is 60.0%. The reactants are CC1=NC(=NC=C1C(=O)O)C1=NC=CC=N1 (4-Methyl-[2,2]bipyrimidinyl-5-carboxylic acid), [Cl-].COC1=NC(=NC(=N1)OC)[N+]1(CCOCC1)C (4-(4,6-dimethoxy-[1,3,5]triazin-2-yl)-4-methyl-morpholin-4-ium chloride), [Cl-].FC=1C=C2C(=CN(C2=CC1)[NH3+])C (5-fluoro-3-methyl-indol-1-yl-ammonium chloride), CN1CCOCC1 (N-methylmorpholine). Yields the product FC=1C=C2C(=CN(C2=CC1)NC(=O)C=1C(=NC(=NC1)C1=NC=CC=N1)C)C (4-methyl-[2,2′]bipyrimidinyl-5-carboxylic acid (5-fluoro-3-methyl-indol-1-yl)-amide). Reaction conditions: time 5 minute. Reactants: C(C(C)C)C1=CC=C(C=C1)C(CCCC)OCCCCC(=O)C1=CN(C2=CC=CC=C12)CCCC(=O)OCC (ethyl 4-[3-[5-[1-(4-isobutylphenyl)pentyloxy]valeryl]-1-indolyl]butyrate), C(C(C)C)C1=CC=C(C=C1)C(CCCCCCC(=O)C1=CN(C2=CC=CC=C12)CCCC(=O)OCC)CCC (ethyl 4-[3-[8-(4isobutylphenyl) undecanoyl]-1-indolyl]butyrate). Product: C(C(C)C)C1=CC=C(C=C1)C(CCCC)OCCCCC(=O)C1=CN(C2=CC=CC=C12)CCCC(=O)O (4-[3-[5-[1-(4-isobutylphenyl)pentyloxy]valeryl]-1-indolyl]butyric acid). As a reaction SMILES: [CH2:1]([C:5]1[CH:10]=[CH:9][C:8]([CH:11]([O:16][CH2:17][CH2:18][CH2:19][CH2:20][C:21]([C:23]2[C:31]3[C:26](=[CH:27][CH:28]=[CH:29][CH:30]=3)[N:25]([CH2:32][CH2:33][CH2:34][C:35]([O:37]CC)=[O:36])[CH:24]=2)=[O:22])[CH2:12][CH2:13][CH2:14][CH3:15])=[CH:7][CH:6]=1)[CH:2]([CH3:4])[CH3:3].C(C1C=CC(C(CCC)CCCCCCC(C2C3C(=CC=CC=3)N(CCCC(OCC)=O)C=2)=O)=CC=1)C(C)C>>[CH2:1]([C:5]1[CH:6]=[CH:7][C:8]([CH:11]([O:16][CH2:17][CH2:18][CH2:19][CH2:20][C:21]([C:23]2[C:31]3[C:26](=[CH:27][CH:28]=[CH:29][CH:30]=3)[N:25]([CH2:32][CH2:33][CH2:34][C:35]([OH:37])=[O:36])[CH:24]=2)=[O:22])[CH2:12][CH2:13][CH2:14][CH3:15])=[CH:9][CH:10]=1)[CH:2]([CH3:4])[CH3:3]. Procedure details: The procedure of Ex. 16 was repeated except that ethyl 4-[3-[5-[1-(4-isobutylphenyl)pentyloxy]valeryl]-1-indolyl]butyrate obtained in Ex. 36 was used in place of ethyl 4-[3-[8-(4isobutylphenyl) undecanoyl]-1-indolyl]butyrate to give 4-[3-[5-[1-(4-isobutylphenyl)pentyloxy]valeryl]-1-indolyl]butyric acid.